This data is from the Open Reaction Database (ORD), a public repository of structured organic reaction records. The task is: describe an organic reaction: reactants, conditions, products, and yield The reactants are COC(C1=C(C=C(C(=O)OC)C(=C1)F)N)=O (2-Amino-5-fluoro-terephthalic acid dimethyl ester), BrC1=CC=CC=C1 (bromobenzene), C([O-])([O-])=O.[Cs+].[Cs+] (cesium carbonate). Reagents/catalysts: C1=CC=C(C=C1)P(C2=CC=CC=C2)C3=C(C4=CC=CC=C4C=C3)C5=C(C=CC6=CC=CC=C65)P(C7=CC=CC=C7)C8=CC=CC=C8 ((S)-(−)-2,2′-Bis(diphenylphosphino)-1,1′-binaphthyl), C(C)(=O)[O-].[Pd+2].C(C)(=O)[O-] (palladium(II) acetate). Run in C1(=CC=CC=C1)C (toluene). Reaction conditions: temperature 90 celsius. The product is COC(C1=C(C=C(C(=O)OC)C(=C1)NC1=CC=CC=C1)F)=O (2-Fluoro-5-phenylamino-terephthalic acid dimethyl ester). Yield: 80.2%. As a reaction SMILES: [CH3:1][O:2][C:3](=[O:16])[C:4]1[CH:13]=[C:12]([F:14])[C:7]([C:8]([O:10][CH3:11])=[O:9])=[CH:6][C:5]=1[NH2:15].Br[C:18]1[CH:23]=[CH:22][CH:21]=[CH:20][CH:19]=1.C(=O)([O-])[O-].[Cs+].[Cs+]>C([O-])(=O)C.[Pd+2].C([O-])(=O)C.C1C=CC(P(C2C=CC3C(=CC=CC=3)C=2C2C3C(=CC=CC=3)C=CC=2P(C2C=CC=CC=2)C2C=CC=CC=2)C2C=CC=CC=2)=CC=1.C1(C)C=CC=CC=1>[CH3:11][O:10][C:8](=[O:9])[C:7]1[CH:6]=[C:5]([NH:15][C:18]2[CH:23]=[CH:22][CH:21]=[CH:20][CH:19]=2)[C:4]([C:3]([O:2][CH3:1])=[O:16])=[CH:13][C:12]=1[F:14] |f:2.3.4,5.6.7|. Reported procedure: To a mixture of 174B (10.0 g, 44.0 mmol), bromobenzene (4.6 mL, 44.0 mmol), (S)-(−)-2,2′-Bis(diphenylphosphino)-1,1′-binaphthyl (2.06 g, 3.30 mmol), and toluene (250 mL) was added cesium carbonate (20.0 g, 44.0 mmol) followed by palladium(II) acetate (0.494 g, 2.20 mmol). The mixture was heated at 90° C. for 24 h. HPLC indicated that the reaction was complete. The reaction mixture was cooled to room temperature, and filtered under reduced pressure through a pad of Celite topped with a pad of sil... Starting materials: FC1=CC=C2C(=NNC2=C1)C1CCNCC1 (6-fluoro-3-(4-piperidinyl)-1H-indazole), C([O-])([O-])=O.[K+].[K+] (potassium carbonate), BrCCCO (3-bromo-1-propanol). Solvent: C(C(C)C)C(=O)C (methyl isobutyl ketone). Yields the product OCCCN1CCC(CC1)C1=NNC2=CC(=CC=C12)F (3-[1-(1-hydroxyprop-3-yl)-4-piperidinyl]-6-fluoro-1 H-indazole). Isolated yield 54.1%. RXN SMILES: [F:1][C:2]1[CH:10]=[C:9]2[C:5]([C:6]([CH:11]3[CH2:16][CH2:15][NH:14][CH2:13][CH2:12]3)=[N:7][NH:8]2)=[CH:4][CH:3]=1.C(=O)([O-])[O-].[K+].[K+].Br[CH2:24][CH2:25][CH2:26][OH:27]>C(C(C)=O)C(C)C>[OH:27][CH2:26][CH2:25][CH2:24][N:14]1[CH2:15][CH2:16][CH:11]([C:6]2[C:5]3[C:9](=[CH:10][C:2]([F:1])=[CH:3][CH:4]=3)[NH:8][N:7]=2)[CH2:12][CH2:13]1 |f:1.2.3|. Reported procedure: To a mixture of 6-fluoro-3-(4-piperidinyl)-1H-indazole (438 mg, 2 mmol) and dry potassium carbonate (1.1 g, 6 mmol) in 30 ml methyl isobutyl ketone was added 3-bromo-1-propanol (276 mg, 2 mmol). The mixture was refluxed for 48 h, cooled, filtered and concentrated in vacuo. The crude product was purified by chromatography on silica gel 60 eluting with ethyl acetate:methanol (9:1, v/v). Concentration of the appropriate fractions afforded 300 mg (53%) of 3-[1-(1-hydroxyprop-3-yl)-4-piperidinyl]-6-f... Reactants: N[C@@H](CC1=CC=CC=C1)C(=O)C1C2(CC3CC(CC1C3)C2)N (L-phenylalanyl-1-aminoadamantane), C(=O)(OC(C)(C)C)N[C@@H](CC1=CC=C(C=C1)O)C(=O)N[C@H](CCSC)C(=O)NCC(=O)O (Boc-L-tyrosyl-D-methionyl-glycine), CN1CCOCC1 (N-methylmorpholine), C(C(C)C)OC(=O)Cl (isobutylchloroformate). Solvent: O1CCCC1 (tetrahydrofuran). Reaction conditions: temperature -20 celsius, time 8 hour. Yields the product C(=O)(OC(C)(C)C)N[C@@H](CC1=CC=C(C=C1)O)C(=O)N[C@H](CCSC)C(=O)NCC(=O)N[C@@H](CC1=CC=CC=C1)C(=O)C1C2(CC3CC(CC1C3)C2)N (Boc-tyrosyl-D-methionyl-glycyl-phenylalanyl-1-aminoadamantane). Reaction SMILES: [C:1]([NH:8][C@H:9]([C:18]([NH:20][C@@H:21]([C:26]([NH:28][CH2:29][C:30](O)=[O:31])=[O:27])[CH2:22][CH2:23][S:24][CH3:25])=[O:19])[CH2:10][C:11]1[CH:16]=[CH:15][C:14]([OH:17])=[CH:13][CH:12]=1)([O:3][C:4]([CH3:7])([CH3:6])[CH3:5])=[O:2].CN1CCOCC1.C(OC(Cl)=O)C(C)C.[NH2:48][C@H:49]([C:57]([CH:59]1[CH:66]2[CH2:67][CH:62]3[CH2:63][CH:64]([CH2:68][C:60]1([NH2:69])[CH2:61]3)[CH2:65]2)=[O:58])[CH2:50][C:51]1[CH:56]=[CH:55][CH:54]=[CH:53][CH:52]=1>O1CCCC1>[C:1]([NH:8][C@H:9]([C:18]([NH:20][C@@H:21]([C:26]([NH:28][CH2:29][C:30]([NH:48][C@H:49]([C:57]([CH:59]1[CH:66]2[CH2:67][CH:62]3[CH2:63][CH:64]([CH2:68][C:60]1([NH2:69])[CH2:61]3)[CH2:65]2)=[O:58])[CH2:50][C:51]1[CH:52]=[CH:53][CH:54]=[CH:55][CH:56]=1)=[O:31])=[O:27])[CH2:22][CH2:23][S:24][CH3:25])=[O:19])[CH2:10][C:11]1[CH:16]=[CH:15][C:14]([OH:17])=[CH:13][CH:12]=1)([O:3][C:4]([CH3:7])([CH3:5])[CH3:6])=[O:2]. Procedure: A solution of 1.88 g of Boc-L-tyrosyl-D-methionyl-glycine and 0.45 ml of N-methylmorpholine in 25 ml of dry tetrahydrofuran under nitrogen is cooled to -45° C. with stirring. To the cooled solution is added 0.52 ml of isobutylchloroformate. The reaction mixture is allowed to warm to -20° C. over a 10 minute period and is then cooled to -35° C. Following the addition of 1.9 g of L-phenylalanyl-1-aminoadamantane the reaction mixture is warmed to room temperature and allowed to stand overnight. The...